This data is from the Open Reaction Database (ORD), a public repository of structured organic reaction records. The task is: describe an organic reaction: reactants, conditions, products, and yield Reactants: CCOC(C)=O, C[N+](=O)[O-], O=[N+]([O-])O, N#CCOc1ccc(O)cc1. Yields the product N#CCOc1ccc(O)c([N+](=O)[O-])c1. As a reaction SMILES: [CH3:16][CH2:17][O:18][C:19](=[O:20])[CH3:21].[N+:22]([CH3:23])([O-:24])=[O:25].[OH:12][N+:13]([O-:14])=[O:15].[OH:1][c:2]1[cH:3][cH:4][c:5]([O:6][CH2:7][C:8]#[N:9])[cH:10][cH:11]1>>[OH:1][c:2]1[cH:3][cH:4][c:5]([O:6][CH2:7][C:8]#[N:9])[cH:10][c:11]1[N+:13](=[O:12])[O-:14]. Reactants: ( d ), 12.78-g, CI (methyl iodide), NN1CCOCC1 (N-aminomorpholine). The solvent is CCOCC (ether). The product is [I-].N[N+]1(CCOCC1)C (N-amino-N-methylmorpholinium iodide). The yield is 96.0%. RXN SMILES: [CH3:1][I:2].[NH2:3][N:4]1[CH2:9][CH2:8][O:7][CH2:6][CH2:5]1>CCOCC>[I-:2].[NH2:3][N+:4]1([CH3:1])[CH2:9][CH2:8][O:7][CH2:6][CH2:5]1 |f:3.4|. Reported procedure: A 12.78-g (0.09 mole) sample of methyl iodide was added dropwise to a solution of 8.6 g (0.084 mole) of N-aminomorpholine in 50 ml ether. The precipitate that formed was collected on a filter, washed with ether and dried in air to give 19.73 g (96% yield) of N-amino-N-methylmorpholinium iodide as colorless crystals, mp 150°-155°(d). Reported procedure: forming a second reaction mixture comprising the 2-Chloro-N-(1,4-dioxo-1,2,3,4-tetrahydrophthalazine-5-yl)acetamide and ammonium hydroxide, to yield 2-Amino-N-(1,4-dioxo-1,2,3,4-tetrahydrophthalazine-5-yl)acetamide; and As a reaction SMILES: Cl[CH2:2][C:3]([NH:5][C:6]1[CH:15]=[CH:14][CH:13]=[C:12]2[C:7]=1[C:8](=[O:17])[NH:9][NH:10][C:11]2=[O:16])=[O:4].[OH-].[NH4+:19]>>[NH2:19][CH2:2][C:3]([NH:5][C:6]1[CH:15]=[CH:14][CH:13]=[C:12]2[C:7]=1[C:8](=[O:17])[NH:9][NH:10][C:11]2=[O:16])=[O:4] |f:1.2|. Reactants: ClCC(=O)NC1=C2C(NNC(C2=CC=C1)=O)=O (2-Chloro-N-(1,4-dioxo-1,2,3,4-tetrahydrophthalazine-5-yl)acetamide), [OH-].[NH4+] (ammonium hydroxide). Yields the product NCC(=O)NC1=C2C(NNC(C2=CC=C1)=O)=O (2-Amino-N-(1,4-dioxo-1,2,3,4-tetrahydrophthalazine-5-yl)acetamide). The reactants are NN1C(C=CC=C1)=O (1-amino-1,2-dihydropyridin-2-one), CC1(OC2=CC=C(C=C2C2C1(O2)C)C#N)C (2,2,3-trimethyl-3,4-epoxy-6-cyanochroman). Run at time 8 hour. Yields the product CC1(OC2=CC=C(C=C2C(C1(O)C)NN1C(C=CC=C1)=O)C#N)C (2,2,3-Trimethyl-4-(1,2-dihydro-2-oxo-1-pyridyl-amino)-6-cyano-3-chromanol). As a reaction SMILES: [NH2:1][N:2]1[CH:7]=[CH:6][CH:5]=[CH:4][C:3]1=[O:8].[CH3:9][C:10]1([CH3:24])[C:19]2([CH3:21])[O:20][CH:18]2[C:17]2[C:12](=[CH:13][CH:14]=[C:15]([C:22]#[N:23])[CH:16]=2)[O:11]1>>[CH3:9][C:10]1([CH3:24])[C:19]([CH3:21])([OH:20])[CH:18]([NH:1][N:2]2[CH:7]=[CH:6][CH:5]=[CH:4][C:3]2=[O:8])[C:17]2[C:12](=[CH:13][CH:14]=[C:15]([C:22]#[N:23])[CH:16]=2)[O:11]1. Procedure: A mixture of 1.1 g of 1-amino-1,2-dihydropyridin-2-one and 3.1 g of 2,2,3-trimethyl-3,4-epoxy-6-cyanochroman is heated to the melting point and stirred at this temperature for 8 hours. The residue is purified by column chromatography (dichloromethane/ethyl acetate; silica gel). 2,2,3-Trimethyl-4-(1,2-dihydro-2-oxo-1-pyridyl-amino)-6-cyano-3-chromanol, m.p. 184°-187°, is obtained. Reactants: O1C(=CC=C1)CCCCC(=O)O (5-(2-Furanyl)pentanoic acid), [H-].[Al+3].[Li+].[H-].[H-].[H-] (lithium aluminum hydride). The solvent is O1CCCC1 (tetrahydrofuran). The product is O1C(=CC=C1)CCCCCO (5-(2-furanyl)pentanol). Yield: 92.8%. Reaction SMILES: [O:1]1[CH:5]=[CH:4][CH:3]=[C:2]1[CH2:6][CH2:7][CH2:8][CH2:9][C:10](O)=[O:11].[H-].[Al+3].[Li+].[H-].[H-].[H-]>O1CCCC1>[O:1]1[CH:5]=[CH:4][CH:3]=[C:2]1[CH2:6][CH2:7][CH2:8][CH2:9][CH2:10][OH:11] |f:1.2.3.4.5.6|. Procedure details: 5-(2-Furanyl)pentanoic acid (60.4 g) was reduced with 13.7 g of lithium aluminum hydride in 400 ml of tetrahydrofuran, heated at reflux for about 16 hours. The product was isolated and purified by distillation to give 51.4 g of 5-(2-furanyl)pentanol, b.p. 70°-73° C. (0.1 mm). Starting materials: [NH4+], O=C1CN(Cc2ccccc2)CC(O)N1CCOc1ccccc1, [OH-], O=S(=O)(O)O. The product is O=C1CN(Cc2ccccc2)CC2c3ccccc3OCCN12. RXN SMILES: [NH4+:26].[O:1]([c:2]1[cH:3][cH:4][cH:5][cH:6][cH:7]1)[CH2:8][CH2:9][N:10]1[CH:11]([OH:24])[CH2:12][N:13]([CH2:17][c:18]2[cH:19][cH:20][cH:21][cH:22][cH:23]2)[CH2:14][C:15]1=[O:16].[OH-:25].[S:27](=[O:28])(=[O:29])([OH:30])[OH:31]>>[O:1]1[c:2]2[c:3]([cH:4][cH:5][cH:6][cH:7]2)[CH:11]2[N:10]([CH2:9][CH2:8]1)[C:15](=[O:16])[CH2:14][N:13]([CH2:17][c:18]1[cH:19][cH:20][cH:21][cH:22][cH:23]1)[CH2:12]2. Reactants: C([C@H]1CCCO1)NS(=O)(=O)C1=C(C(=CC=C1Cl)[N+](=O)[O-])O (N-((2R)-tetrahydrofurfuryl)-6-chloro-2-hydroxy-3-nitrobenzenesulfonamide), [H][H] (hydrogen). The reagents and catalysts are [Pd] (Pd/C). The product is C([C@H]1CCCO1)NS(=O)(=O)C1=C(C(=CC=C1Cl)N)O (N-((2R)-Tetrahydrofurfuryl)-3-amino-6-chloro-2-hydroxybenzenesulfonamide). Isolated yield 93.6%. RXN SMILES: [CH2:1]([NH:7][S:8]([C:11]1[C:16]([Cl:17])=[CH:15][CH:14]=[C:13]([N+:18]([O-])=O)[C:12]=1[OH:21])(=[O:10])=[O:9])[C@@H:2]1[O:6][CH2:5][CH2:4][CH2:3]1.[H][H]>[Pd]>[CH2:1]([NH:7][S:8]([C:11]1[C:16]([Cl:17])=[CH:15][CH:14]=[C:13]([NH2:18])[C:12]=1[OH:21])(=[O:9])=[O:10])[C@@H:2]1[O:6][CH2:5][CH2:4][CH2:3]1. Procedure: Following the general hydrogenation procedure outlined in example 15, N-((2R)-tetrahydrofurfuryl)-6-chloro-2-hydroxy-3-nitrobenzenesulfonamide (660 mg, 1.96 mmol) was reduced with hydrogen and Pd/C (303 mg) to form the desired product (563 mg, 94%). EI-MS mn/z 305(M-H)−. Reaction SMILES: [NH2:1][C:2]1[CH:7]=[CH:6][C:5]([O:8][C:9]2[CH:14]=[CH:13][C:12]([Cl:15])=[CH:11][CH:10]=2)=[CH:4][C:3]=1[NH2:16].[CH3:17][O:18][C:19]([N:21]=[C:22]=[S:23])=[O:20]>CC(C)=O>[CH3:17][O:18][C:19]([NH:21][C:22](=[S:23])[NH:1][C:2]1[CH:7]=[CH:6][C:5]([O:8][C:9]2[CH:14]=[CH:13][C:12]([Cl:15])=[CH:11][CH:10]=2)=[CH:4][C:3]=1[NH:16][C:22]([NH:21][C:19]([O:18][CH3:17])=[O:20])=[S:23])=[O:20]. Starting materials: 1G, NC1=C(C=C(C=C1)OC1=CC=C(C=C1)Cl)N (1,2-diamino-4-(4-chlorophenoxy)benzene), COC(=O)N=C=S (methoxy carbonyl isothiocyanate). Reported procedure: 1.2 G. of 2-amino-4-(4-chlorophenoxy)-1-nitrobenzene in 3ml. concentrated hydrochloric acid is treated with a solution of 6 g. stannous chloride in 3 ml. concentrated hydrochloric acid. The mixture is heated briefly (about ten minutes) on a steam bath, then cooled and treated with potassium bicarbonate and chloroform. The chloroform layer is removed from the filtered mixture, dried and evaporated. 1,2-diamino-4-(4-chlorophenoxy)benzene is isolated as a gum. 1G. of 1,2-diamino-4-(4-chlorophenoxy)... Solvent: CC(=O)C (acetone). The product is COC(=O)NC(NC1=C(C=C(C=C1)OC1=CC=C(C=C1)Cl)NC(=S)NC(=O)OC)=S (1,2-bis-(3-methoxycarbonyl-2-thioureido)-4-(4-chlorophenoxy)benzene). Reactants: NC=1SC(=CN1)C=O (2-Aminothiazole-5-carbaldehyde), C(C)OC(=O)C=P(C1=CC=CC=C1)(C1=CC=CC=C1)C1=CC=CC=C1 ((Ethoxycarbonylmethylene)triphenylphosphorane). The solvent is C1CCOC1 (THF). Conditions: temperature 65 celsius. Yields the product NC=1SC(=CN1)/C=C/C(=O)OCC ((E)-ethyl 3-(2-aminothiazol-5-yl)acrylate). Yield: 60.5%. RXN SMILES: [NH2:1][C:2]1[S:3][C:4]([CH:7]=O)=[CH:5][N:6]=1.[CH2:9]([O:11][C:12]([CH:14]=P(C1C=CC=CC=1)(C1C=CC=CC=1)C1C=CC=CC=1)=[O:13])[CH3:10]>C1COCC1>[NH2:1][C:2]1[S:3][C:4](/[CH:7]=[CH:14]/[C:12]([O:11][CH2:9][CH3:10])=[O:13])=[CH:5][N:6]=1. Reported procedure: 2-Aminothiazole-5-carbaldehyde (0.25 g, 2 mmol) was dissolved in anhydrous THF (20 mL). (Ethoxycarbonylmethylene)triphenylphosphorane (0.790 g, 2.2 mmol) was added at room temperature and the reaction mixture was heated overnight at 65° C. The reaction mixture was then evaporated under reduced pressure. The residue was purified by silica gel column chromatography using a gradient of 50-80% EtOAc in Hexanes to provide pure (E)-ethyl 3-(2-aminothiazol-5-yl)acrylate (0.24 g) as a white solid. ES+(M... Starting materials: C(C=C)N1C(C=2C(NC3=C1C=CC=C3)=CSC2)=O (9-allyl-4,9-dihydro-10H-thieno[3,4-b][1,5]benzodiazepin-10-one), [OH-].[Na+] (sodium hydroxide), O1CCCC1 (tetrahydrofuran), O1CCCC1 (tetrahydrofuran), [H-].[Al+3].[Li+].[H-].[H-].[H-] (lithium aluminum hydride). Run in O (water), O (water), CCCCCC (hexane). The product is C(C=C)N1CC=2C(NC3=C1C=CC=C3)=CSC2 (9-Allyl-9,10-dihydro-4H-thieno[3,4-b][1,5]benzodiazepine). Reaction SMILES: [CH2:1]([N:4]1[C:10]2[CH:11]=[CH:12][CH:13]=[CH:14][C:9]=2[NH:8][C:7]2=[CH:15][S:16][CH:17]=[C:6]2[C:5]1=O)[CH:2]=[CH2:3].O1CCCC1.[H-].[Al+3].[Li+].[H-].[H-].[H-].[OH-].[Na+]>CCCCCC.O>[CH2:1]([N:4]1[C:10]2[CH:11]=[CH:12][CH:13]=[CH:14][C:9]=2[NH:8][C:7]2=[CH:15][S:16][CH:17]=[C:6]2[CH2:5]1)[CH:2]=[CH2:3] |f:2.3.4.5.6.7,8.9|. Procedure: A solution of 4.6 g. of 9-allyl-4,9-dihydro-10H-thieno[3,4-b][1,5]benzodiazepin-10-one in 100 ml. of dried tetrahydrofuran is added dropwise with stirring, under nitrogen, to a suspension of 2.9 g. of lithium aluminum hydride in 100 ml. of dried tetrahydrofuran. The reaction mixture is heated under reflux with stirring overnight, then cooled in an ice bath and treated, with stirring under nitrogen, with 3 ml. of water, 3 ml. of 15% sodium hydroxide and finally with 9 ml. of water. The complex is...